This data is from the Open Reaction Database (ORD), a public repository of structured organic reaction records. The task is: describe an organic reaction: reactants, conditions, products, and yield Reactants: [Na] (sodium), CC(=O)C=1N(C2=CC=CC=C2C1O)C (3-hydroxy-1-methyl-1H-indol-2-yl methyl ketone), C(C(=O)OCC)(=O)OCC (diethyl oxalate). Solvent: C(C)O (ethanol). Product: CN1C2=C(C=3C=CC=CC13)OC(=CC2=O)C(=O)OCC (Ethyl 4,5-dihydro-5-methyl-4-oxopyrano[3,2-b]-indole-2-carboxylate). Reaction SMILES: [Na].[CH3:2][C:3]([C:5]1[N:6]([CH3:15])[C:7]2[C:12]([C:13]=1[OH:14])=[CH:11][CH:10]=[CH:9][CH:8]=2)=[O:4].[C:16](OCC)(=O)[C:17]([O:19][CH2:20][CH3:21])=[O:18]>C(O)C>[CH3:15][N:6]1[C:7]2[CH:8]=[CH:9][CH:10]=[CH:11][C:12]=2[C:13]2[O:14][C:16]([C:17]([O:19][CH2:20][CH3:21])=[O:18])=[CH:2][C:3](=[O:4])[C:5]1=2 |^1:0|. Reported procedure: To a solution of 6.0g (0.26 mole) of sodium metal in 600ml ab. ethanol was added to 18.0g (0.095 mole) of 3-hydroxy-1-methyl-1H-indol-2-yl methyl ketone, followed by 37.6g (0.26 mole) of diethyl oxalate, added over 10 min. The mixture was stirred and heated at reflux for 17 hours, cooled and the red di-sodium salt was filtered and washed with cold hexane. The crude salt was added to a solution of 28ml conc. HCl and 120ml ab. ethanol, heated at reflux for 30 min., and the mixture was filtered whi...